This data is from the Open Reaction Database (ORD), a public repository of structured organic reaction records. The task is: describe an organic reaction: reactants, conditions, products, and yield The reactants are COC1=C(C=CC=C1)C1(C2CNCC2CC(C1)C)O ((3aRS,4RS,6SR,7aSR)-4-(2-methoxyphenyl)-6-methyl-4 perhydroisoindolol), N1C=C(C2=CC=CC=C12)CC(=O)O (3-indoleacetic acid). Yields the product N1C=C(C2=CC=CC=C12)CC(=O)N1CC2CC(CC(C2C1)(O)C1=C(C=CC=C1)OC)C ((3aRS,4RS,6SR,7aSR)-2-(3-indolylacetyl)-4-(2-methoxyphenyl)-6-methyl-4-perhydroisoindolol). Yield: 80.5%. Reaction SMILES: [CH3:1][O:2][C:3]1[CH:8]=[CH:7][CH:6]=[CH:5][C:4]=1[C:9]1([OH:19])[CH2:17][CH:16]([CH3:18])[CH2:15][CH:14]2[CH:10]1[CH2:11][NH:12][CH2:13]2.[NH:20]1[C:28]2[C:23](=[CH:24][CH:25]=[CH:26][CH:27]=2)[C:22]([CH2:29][C:30](O)=[O:31])=[CH:21]1>>[NH:20]1[C:28]2[C:23](=[CH:24][CH:25]=[CH:26][CH:27]=2)[C:22]([CH2:29][C:30]([N:12]2[CH2:11][CH:10]3[CH:14]([CH2:15][CH:16]([CH3:18])[CH2:17][C:9]3([C:4]3[CH:5]=[CH:6][CH:7]=[CH:8][C:3]=3[O:2][CH3:1])[OH:19])[CH2:13]2)=[O:31])=[CH:21]1. Procedure details: In an identical manner to Example 1, 0.78 g of (3aRS,4RS,6SR,7aSR)-4-(2-methoxyphenyl)-6-methyl-4 perhydroisoindolol and 0.52 g of 3-indoleacetic acid are used. After chromatography on a column of silica gel (0.060-0.200 mm, diameter 3.5 cm, height 40 cm), eluting under a pressure of 0.7 bar with a mixture of dichloromethane and methanol [94/6 by volume] and collecting 45 cm3 fractions, fractions 10 to 16 are concentrated to dryness and, after drying at 40° C. at 15 Pa, 1.0 g of (3aRS,4RS,6SR,7a... As a reaction SMILES: Cl[C:2]1[N:11]=[CH:10][C:9]([Cl:12])=[CH:8][C:3]=1[C:4]([O:6][CH3:7])=[O:5].[Br-].[C:14]([C:16]1[CH:17]=[C:18]([CH:21]=[CH:22][CH:23]=1)[CH2:19][Zn+])#[N:15]>>[Cl:12][C:9]1[CH:10]=[N:11][C:2]([CH2:19][C:18]2[CH:21]=[CH:22][CH:23]=[C:16]([C:14]#[N:15])[CH:17]=2)=[C:3]([CH:8]=1)[C:4]([O:6][CH3:7])=[O:5] |f:1.2|. The reactants are ClC1=C(C(=O)OC)C=C(C=N1)Cl (methyl 2,5-dichloronicotinate), [Br-].C(#N)C=1C=C(C[Zn+])C=CC1 (3-cyanobenzylzinc bromide). Procedure: The title compound was prepared according to the procedure described in step 2 of Example 58 from methyl 2,5-dichloronicotinate and 3-cyanobenzylzinc bromide: 1H-NMR (CDCl3) δ 8.66 (1H, d, J=2.5 Hz), 8.23 (1H, d, J=2.5 Hz), 7.58–7.34 (4H, m), 4.57 (2H, s), 3.91 (3H, s). Yields the product ClC=1C=NC(=C(C(=O)OC)C1)CC1=CC(=CC=C1)C#N (Methyl 5-chloro-2-(3-cyanobenzyl)nicotinate). Starting materials: Brc1ncccn1, CCN(C(C)C)C(C)C, Cl, Cl, C1COCCO1, CC(NC1CCNC1)c1cccc2ccccc12. Yields the product CC(NC1CCN(c2ncccn2)C1)c1cccc2ccccc12. Reaction SMILES: [Br:21][c:22]1[n:23][cH:24][cH:25][cH:26][n:27]1.[CH:28]([N:29]([CH:30]([CH3:31])[CH3:32])[CH2:33][CH3:34])([CH3:35])[CH3:36].[ClH:1].[ClH:2].[O:37]1[CH2:38][CH2:39][O:40][CH2:41][CH2:42]1.[c:3]1([CH:13]([CH3:14])[NH:15][CH:16]2[CH2:17][NH:18][CH2:19][CH2:20]2)[cH:4][cH:5][cH:6][c:7]2[cH:8][cH:9][cH:10][cH:11][c:12]12>>[c:3]1([CH:13]([CH3:14])[NH:15][CH:16]2[CH2:17][N:18]([c:22]3[n:23][cH:24][cH:25][cH:26][n:27]3)[CH2:19][CH2:20]2)[cH:4][cH:5][cH:6][c:7]2[cH:8][cH:9][cH:10][cH:11][c:12]12.